Dataset: the Open Reaction Database (ORD), a public repository of structured organic reaction records. Task: describe an organic reaction: reactants, conditions, products, and yield Reactants: O=C([O-])O, CC(=O)O, CCO, Cl, NO, [Na+], [Na+], O=C(CCC1CCOCC1)c1cccnc1, [OH-], ON=C(CCC1CCOCC1)c1cccnc1, [Zn]. The product is NC(CCC1CCOCC1)c1cccnc1. RXN SMILES: [C:41](=[O:42])([OH:43])[O-:44].[CH3:37][C:38](=[O:39])[OH:40].[CH3:46][CH2:47][OH:48].[ClH:17].[NH2:18][OH:19].[Na+:45].[Na+:50].[O:1]1[CH2:2][CH2:3][CH:4]([CH2:5][CH2:6][C:7]([c:8]2[cH:9][n:10][cH:11][cH:12][cH:13]2)=[O:14])[CH2:15][CH2:16]1.[OH-:49].[OH:20][N:21]=[C:22]([CH2:23][CH2:24][CH:25]1[CH2:26][CH2:27][O:28][CH2:29][CH2:30]1)[c:31]1[cH:32][n:33][cH:34][cH:35][cH:36]1.[Zn:51]>>[NH2:21][CH:22]([CH2:23][CH2:24][CH:25]1[CH2:26][CH2:27][O:28][CH2:29][CH2:30]1)[c:31]1[cH:32][n:33][cH:34][cH:35][cH:36]1. The reactants are BrCC(=O)OC (methyl bromoacetate), solution, S1C(=CC=C1)CO (thiophenemethanol), [H-].[Na+] (NaH). Run in C1CCOC1 (THF). Conditions: time 15 minute. Yields the product S1C(=CC=C1)COCC(=O)OC (Methyl 2-(2-thienylmethoxy)acetate). Isolated yield 48.9%. RXN SMILES: [S:1]1[CH:5]=[CH:4][CH:3]=[C:2]1[CH2:6][OH:7].[H-].[Na+].Br[CH2:11][C:12]([O:14][CH3:15])=[O:13]>C1COCC1>[S:1]1[CH:5]=[CH:4][CH:3]=[C:2]1[CH2:6][O:7][CH2:11][C:12]([O:14][CH3:15])=[O:13] |f:1.2|. Procedure details: To a stirring 25 mL solution of 1.14 g (10 mmol) of thiophenemethanol in THF was added 0.24 g (10 mmol) of NaH. After the evolution of gas had ceased, 1.53 g (10 mmol) of methyl bromoacetate was added to the reaction. After 15 minutes, the reaction mixture was filtered. The solvent was removed under reduced pressure. The residue was then dissolved in 50 mL of EtOAc. The organic layer was washed with 3×50 mL of H2O, and was treated in the manner described above in Example 7. The residue was chrom... Reactants: BrCC=1C=CC(=C(CNC(OC)=O)C1)Cl (methyl N-(5-bromomethyl-2-chlorobenzyl)carbamate), [C-]#N.[Na+] (sodium cyanide), O (water), C(C)(=O)OCC (ethyl acetate). Solvent: CN(C=O)C (N,N-dimethylformamide). Reaction conditions: time 1 hour. Yields the product ClC1=C(CNC(OC)=O)C=C(C=C1)CC#N (methyl N-(2-chloro-5-cyanomethylbenzyl)carbamate). The yield is 69.3%. Reaction SMILES: Br[CH2:2][C:3]1[CH:4]=[CH:5][C:6]([Cl:15])=[C:7]([CH:14]=1)[CH2:8][NH:9][C:10](=[O:13])[O:11][CH3:12].[C-:16]#[N:17].[Na+].O.C(OCC)(=O)C>CN(C)C=O>[Cl:15][C:6]1[CH:5]=[CH:4][C:3]([CH2:2][C:16]#[N:17])=[CH:14][C:7]=1[CH2:8][NH:9][C:10](=[O:13])[O:11][CH3:12] |f:1.2|. Procedure: 2.3 g of the methyl N-(5-bromomethyl-2-chlorobenzyl)carbamate obtained in Reference Example 3 was dissolved in 20 ml of N,N-dimethylformamide, and 0.43 g of sodium cyanide was added thereto at 0° C. Stirring was carried out at 0° C. for 1 hour, and stirring was carried out further for 4 hours at room temperature, then water was added to the reaction mixture, extraction with ethyl acetate was carried out, and the organic solvent was dried over anhydrous magnesium sulfate. The solvent was distille... Reactants: C(C)(C)(C)OC(=O)N[C@H](C(=O)N1C[C@H](CC1)F)[C@H](C1=CC=C(C=C1)B1OC(C(O1)(C)C)(C)C)C(=O)N(C)C ((3S)-1-[(2S,3S)-2-(tert-Butoxycarbonylamino)-3-(dimethylaminocarbonyl)-1-oxo-3-[4-(4,4,5,5-tetramethyl-1,3,2-dioxaborolan-2-yl)phenyl]propanyl]-3-fluoropyrrolidine), aqueous solution, OO (hydrogen peroxide), Cl (hydrochloric acid), O (water). The solvent is O1CCCC1 (tetrahydrofuran). Conditions: time 1 hour. The product is C(C)(C)(C)OC(=O)N[C@H](C(=O)N1C[C@H](CC1)F)[C@H](C1=CC=C(C=C1)O)C(=O)N(C)C ((3S)-1-[(2S,3S)-2-(tert-Butoxycarbonylamino)-3-(dimethylaminocarbonyl)-1-oxo-3-(4-hydroxyphenyl)propanyl]-3-fluoropyrrolidine). As a reaction SMILES: [C:1]([O:5][C:6]([NH:8][C@@H:9]([C@@H:18]([C:34]([N:36]([CH3:38])[CH3:37])=[O:35])[C:19]1[CH:24]=[CH:23][C:22](B2OC(C)(C)C(C)(C)O2)=[CH:21][CH:20]=1)[C:10]([N:12]1[CH2:16][CH2:15][C@H:14]([F:17])[CH2:13]1)=[O:11])=[O:7])([CH3:4])([CH3:3])[CH3:2].[OH:39]O.Cl.O>O1CCCC1>[C:1]([O:5][C:6]([NH:8][C@@H:9]([C@@H:18]([C:34]([N:36]([CH3:37])[CH3:38])=[O:35])[C:19]1[CH:20]=[CH:21][C:22]([OH:39])=[CH:23][CH:24]=1)[C:10]([N:12]1[CH2:16][CH2:15][C@H:14]([F:17])[CH2:13]1)=[O:11])=[O:7])([CH3:4])([CH3:3])[CH3:2]. Procedure: To a solution of 4.0 g (7.50 mmol) of material from Step A above in 75 mL of tetrahydrofuran at 0° C. was added 1.25 mL of an aqueous solution of 30% hydrogen peroxide. After 1 h, the solution was allowed to warm up to ambient temperature and stirring continued for 2 h. The reaction mixture was acidified with 1N hydrochloric acid to pH 4. Additional water was added, and the aqueous layer was extracted with ethyl acetate (three times). The combined organic extracts were washed with saturated brin... Reactants: O=C([O-])O, CC(C)=O, Cl, [Na+], O=c1ccccn1C1CCC2(CC1)OCCO2. Product: O=C1CCC(n2ccccc2=O)CC1. Reaction SMILES: [C:19](=[O:20])([OH:21])[O-:22].[CH3:24][C:25](=[O:26])[CH3:27].[ClH:18].[Na+:23].[O:1]1[CH2:3][CH2:2][O:4][C:5]12[CH2:6][CH2:7][CH:8]([n:11]1[c:12](=[O:17])[cH:13][cH:14][cH:15][cH:16]1)[CH2:9][CH2:10]2>>[O:4]=[C:5]1[CH2:6][CH2:7][CH:8]([n:11]2[c:12](=[O:17])[cH:13][cH:14][cH:15][cH:16]2)[CH2:9][CH2:10]1. Reactants: Cl.N1C[C@@H](CC1)NC(=O)C1=CNC2=C1N=CN=C2C2=C(C=C(C(=C2)F)OC)OCC2CC2 (4-(2-cyclopropylmethoxy-5-fluoro-4-methoxy-phenyl)-5H-pyrrolo[3,2-d]pyrimidine-7-carboxylic acid (R)-pyrrolidin-3-ylamide hydrochloride), C(CC)(=O)Cl (propionyl chloride). Product: C(CC)(=O)N1C[C@@H](CC1)NC(=O)C1=CNC2=C1N=CN=C2C2=C(C=C(C(=C2)F)OC)OCC2CC2 (4-(2-Cyclopropylmethoxy-5-fluoro-4-methoxy-phenyl)-5H-pyrrolo[3,2-d]pyrimidine-7-carboxylic acid ((R)-1-propionyl-pyrrolidin-3-yl)-amide). Reaction SMILES: Cl.[NH:2]1[CH2:6][CH2:5][C@@H:4]([NH:7][C:8]([C:10]2[C:14]3[N:15]=[CH:16][N:17]=[C:18]([C:19]4[CH:24]=[C:23]([F:25])[C:22]([O:26][CH3:27])=[CH:21][C:20]=4[O:28][CH2:29][CH:30]4[CH2:32][CH2:31]4)[C:13]=3[NH:12][CH:11]=2)=[O:9])[CH2:3]1.[C:33](Cl)(=[O:36])[CH2:34][CH3:35]>>[C:33]([N:2]1[CH2:6][CH2:5][C@@H:4]([NH:7][C:8]([C:10]2[C:14]3[N:15]=[CH:16][N:17]=[C:18]([C:19]4[CH:24]=[C:23]([F:25])[C:22]([O:26][CH3:27])=[CH:21][C:20]=4[O:28][CH2:29][CH:30]4[CH2:31][CH2:32]4)[C:13]=3[NH:12][CH:11]=2)=[O:9])[CH2:3]1)(=[O:36])[CH2:34][CH3:35] |f:0.1|. Reported procedure: Starting from 4-(2-cyclopropylmethoxy-5-fluoro-4-methoxy-phenyl)-5H-pyrrolo[3,2-d]pyrimidine-7-carboxylic acid (R)-pyrrolidin-3-ylamide hydrochloride (example A169) and propionyl chloride the title compound is obtained as colorless solid. Reactants: C(C)(=O)O[BH-](OC(C)=O)OC(C)=O.[Na+] (Sodium triacetoxyborohydride), NC1=CC=C2C(CN(C(C2=C1)=O)CC)(C)C (7-amino-2-ethyl-4,4-dimethyl-3,4-dihydro-2H-isoquinolin-1-one), ClC1=CC=C(C=O)C=C1 (4-chlorobenzaldehyde), C(C)(=O)O (acetic acid). The solvent is ClCCl (dichloromethane). Run at time 8 hour. Product: ClC1=CC=C(CNC2=CC=C3C(CN(C(C3=C2)=O)CC)(C)C)C=C1 (7-(4-Chloro-benzylamino)-2-ethyl-4,4-dimethyl-3,4-dihydro-2H-isoquinolin-1-one). Isolated yield 32.4%. RXN SMILES: C(O[BH-](OC(=O)C)OC(=O)C)(=O)C.[Na+].[NH2:15][C:16]1[CH:25]=[C:24]2[C:19]([C:20]([CH3:30])([CH3:29])[CH2:21][N:22]([CH2:27][CH3:28])[C:23]2=[O:26])=[CH:18][CH:17]=1.[Cl:31][C:32]1[CH:39]=[CH:38][C:35]([CH:36]=O)=[CH:34][CH:33]=1.C(O)(=O)C>ClCCl>[Cl:31][C:32]1[CH:39]=[CH:38][C:35]([CH2:36][NH:15][C:16]2[CH:25]=[C:24]3[C:19]([C:20]([CH3:29])([CH3:30])[CH2:21][N:22]([CH2:27][CH3:28])[C:23]3=[O:26])=[CH:18][CH:17]=2)=[CH:34][CH:33]=1 |f:0.1|. Procedure details: Sodium triacetoxyborohydride (77 mg, 0.36 mmol) was added to a stirred solution of 7-amino-2-ethyl-4,4-dimethyl-3,4-dihydro-2H-isoquinolin-1-one (40 mg, 0.18 mmol), 4-chlorobenzaldehyde (31 mg, 0.22 mmol) and acetic acid (11 μl, 0.18 mmol) in anhydrous dichloromethane (6 ml) at room temperature. The reaction was stirred overnight and quenched with the addition of water. The organic phase was separated, washed with brine, then dried (MgSO4) and evaporated in vacuo. The resulting residue was purif... Starting materials: C1(CC1)C(=O)N1CCN(CC1)C1=C(C=CC(=C1)[N+](=O)[O-])OC (cyclopropyl-[4-(2-methoxy-5-nitrophenyl)-piperazin-1-yl]methanone). Reagents/catalysts: [Pd] (Palladium on charcoal). The solvent is C(C)O (ethanol). Product: NC=1C=CC(=C(C1)N1CCN(CC1)C(=O)C1CC1)OC ([4-(5-Amino-2-methoxy-phenyl)-piperazin-1-yl]cyclopropyl methanone). The yield is 91.0%. As a reaction SMILES: [CH:1]1([C:4]([N:6]2[CH2:11][CH2:10][N:9]([C:12]3[CH:17]=[C:16]([N+:18]([O-])=O)[CH:15]=[CH:14][C:13]=3[O:21][CH3:22])[CH2:8][CH2:7]2)=[O:5])[CH2:3][CH2:2]1>C(O)C.[Pd]>[NH2:18][C:16]1[CH:15]=[CH:14][C:13]([O:21][CH3:22])=[C:12]([N:9]2[CH2:10][CH2:11][N:6]([C:4]([CH:1]3[CH2:3][CH2:2]3)=[O:5])[CH2:7][CH2:8]2)[CH:17]=1. Procedure: A solution of the cyclopropyl-[4-(2-methoxy-5-nitrophenyl)-piperazin-1-yl]methanone (D17) (1.8 mmol) in ethanol was hydrogenated over 10% Palladium on charcoal catalyst for 2 hrs at room temperature to give the title compound in 91% yield. Found MH+ 276. The reactants are CN(CCNC=1SC2=C(N1)C=CC(=C2)[N+](=O)[O-])C (N,N-dimethyl-N′-(6-nitrobenzothiazol-2-yl)-ethane-1,2-diamine), C(C1=CC=CC=C1)N (benzylamine). The product is C(C1=CC=CC=C1)NC=1SC2=C(N1)C=CC(=C2)[N+](=O)[O-] (Benzyl-(6-nitrobenzothiazol-2-yl)-amine). RXN SMILES: CN(C)[CH2:3][CH2:4][NH:5][C:6]1[S:7][C:8]2[CH:14]=[C:13]([N+:15]([O-:17])=[O:16])[CH:12]=[CH:11][C:9]=2[N:10]=1.C(N)[C:20]1[CH:25]=[CH:24]C=[CH:22][CH:21]=1>>[CH2:4]([NH:5][C:6]1[S:7][C:8]2[CH:14]=[C:13]([N+:15]([O-:17])=[O:16])[CH:12]=[CH:11][C:9]=2[N:10]=1)[C:3]1[CH:24]=[CH:25][CH:20]=[CH:21][CH:22]=1. Procedure: The title compound was prepared following the procedure for N,N-dimethyl-N′-(6-nitrobenzothiazol-2-yl)-ethane-1,2-diamine, using benzylamine. Modified workup: Solid that had precipitated during course of reaction (amine salt) was filtered; no aqueous workup was conducted. 1H NMR (400 MHz, CDCl3): δ=4.70 (s, 2H), 6.07 (s, br, —NH), 7.33-7.39 (m, 1H), 7.39-7.42 (m, 4H), 7.51 (d, J=8.8 Hz, 1H), 8.21 (dd, J=8.8, 2.4 Hz, 1H), 8.51 (d, J=2.4 Hz, 1H). MS (ES+): m/z 286.03 (100) [MH+]. HPLC: tR=3.47 min...